This data is from the Open Reaction Database (ORD), a public repository of structured organic reaction records. The task is: describe an organic reaction: reactants, conditions, products, and yield Starting materials: C(#N)[BH3-].[Na+] (sodium cyanoborohydride), C(C1=CC=CC=C1)(=O)NC([C@@H](C=O)SCC1=CC=C(C=C1)OC)CC1=CC=CC=C1 ((S)-β-(benzoylamino)-α-[[(4-methoxyphenyl)methyl]thio]-benzenebutanal), N[C@@H](C)C(=O)N1[C@H](C(=O)OC(C)(C)C)CCC1 (L-alanyl-L-proline, 1,1-dimethylethyl ester), C(C)O (ethanol). Solvent: O1CCCC1 (tetrahydrofuran). Reaction conditions: time 2.5 hour. Product: C(C1=CC=CC=C1)(=O)N[C@H](C(CN[C@@H](C)C(=O)N1[C@H](C(=O)OC(C)(C)C)CCC1)SCC1=CC=C(C=C1)OC)CC1=CC=CC=C1 (1-[N-[(3S)-3-(Benzoylamino)-2-[[(4-methoxyphenyl)methyl]thio]-4-phenylbutyl]-L-alanyl]-L-proline, 1,1-dimethylethyl ester). RXN SMILES: [C:1]([NH:9][CH:10]([CH2:24][C:25]1[CH:30]=[CH:29][CH:28]=[CH:27][CH:26]=1)[C@H:11]([S:14][CH2:15][C:16]1[CH:21]=[CH:20][C:19]([O:22][CH3:23])=[CH:18][CH:17]=1)[CH:12]=O)(=[O:8])[C:2]1[CH:7]=[CH:6][CH:5]=[CH:4][CH:3]=1.[NH2:31][C@H:32]([C:34]([N:36]1[CH2:47][CH2:46][CH2:45][C@H:37]1[C:38]([O:40][C:41]([CH3:44])([CH3:43])[CH3:42])=[O:39])=[O:35])[CH3:33].C(O)C.C([BH3-])#N.[Na+]>O1CCCC1>[C:1]([NH:9][C@@H:10]([CH2:24][C:25]1[CH:30]=[CH:29][CH:28]=[CH:27][CH:26]=1)[CH:11]([S:14][CH2:15][C:16]1[CH:17]=[CH:18][C:19]([O:22][CH3:23])=[CH:20][CH:21]=1)[CH2:12][NH:31][C@H:32]([C:34]([N:36]1[CH2:47][CH2:46][CH2:45][C@H:37]1[C:38]([O:40][C:41]([CH3:42])([CH3:43])[CH3:44])=[O:39])=[O:35])[CH3:33])(=[O:8])[C:2]1[CH:7]=[CH:6][CH:5]=[CH:4][CH:3]=1 |f:3.4|. Reported procedure: A mixture of (S)-β-(benzoylamino)-α-[[(4-methoxyphenyl)methyl]thio]-benzenebutanal (isomer A) (0.45 g., 1.07 mmole), L-alanyl-L-proline, 1,1-dimethylethyl ester (0.78 g., 3.21 mmole), and crushed 3A° molecular sieves (2 g.) in tetrahydrofuran (5 ml.) and absolute ethanol (5 ml.) is stirred at room temperature under argon. After 2.5 hours, sodium cyanoborohydride (0.20 g., 3 eq.) is added and stirring continued for 15 hours. The reaction mixture is filtered to remove the sieves and the filtrate i... The reactants are Cl(=O)[O-].[Na+] (sodium chlorite), COC1=C2CC(CC2=C(C(=C1OC)OC)OC)(C1=CC=CC=C1)CCCCCCCC=O (8-(4,5,6,7-tetramethoxy-2-phenylindan-2-yl)octanal), P(=O)(O)(O)[O-].[Na+] (sodium dihydrogenphosphate), OO (hydrogen peroxide), S(=O)([O-])[O-].[Na+].[Na+] (sodium sulfite). Run in O (water), O (water), C(C)#N (acetonitrile). Conditions: time 30 minute. Yields the product COC1=C2CC(CC2=C(C(=C1OC)OC)OC)(C1=CC=CC=C1)CCCCCCCC(=O)O (8-(4,5,6,7-Tetramethoxy-2-phenylindan-2-yl)octanoic acid). Yield: 240.7%. Reaction SMILES: [CH3:1][O:2][C:3]1[C:11]([O:12][CH3:13])=[C:10]([O:14][CH3:15])[C:9]([O:16][CH3:17])=[C:8]2[C:4]=1[CH2:5][C:6]([CH2:24][CH2:25][CH2:26][CH2:27][CH2:28][CH2:29][CH2:30][CH:31]=[O:32])([C:18]1[CH:23]=[CH:22][CH:21]=[CH:20][CH:19]=1)[CH2:7]2.P([O-])(O)(O)=[O:34].[Na+].OO.Cl([O-])=O.[Na+].S([O-])([O-])=O.[Na+].[Na+]>O.C(#N)C>[CH3:17][O:16][C:9]1[C:10]([O:14][CH3:15])=[C:11]([O:12][CH3:13])[C:3]([O:2][CH3:1])=[C:4]2[C:8]=1[CH2:7][C:6]([CH2:24][CH2:25][CH2:26][CH2:27][CH2:28][CH2:29][CH2:30][C:31]([OH:34])=[O:32])([C:18]1[CH:23]=[CH:22][CH:21]=[CH:20][CH:19]=1)[CH2:5]2 |f:1.2,4.5,6.7.8|. Reported procedure: To a mixture of 8-(4,5,6,7-tetramethoxy-2-phenylindan-2-yl)octanal (985 mg), sodium dihydrogenphosphate (72.6 mg), 30% hydrogen peroxide (0.435 ml), acetonitrile (10 ml), and water (4 ml) was dropwise added a solution of sodium chlorite (80%, 355 mg) in water (14 ml) with cooling with ice in 30 min. After the reaction mixture was stirred for 30 min, aqueous sodium sulfite to the reaction mixture, which was then made acidic with 1N hydrochloric acid and extracted with ethyl acetate. The organic l... Starting materials: BrC1=C(C=C(C=C1)C(O)C1=CC=C(C=C1)Cl)F ((4-Bromo-3-fluoro-phenyl)-(4-chloro-phenyl)-methanol). The reagents and catalysts are O=[Mn]=O (MnO2). Solvent: C(Cl)Cl (CH2Cl2). The product is BrC1=C(C=C(C=C1)C(=O)C1=CC=C(C=C1)Cl)F ((4-Bromo-3-fluoro-phenyl)-(4-chloro-phenyl)-methanone). RXN SMILES: [Br:1][C:2]1[CH:7]=[CH:6][C:5]([CH:8]([C:10]2[CH:15]=[CH:14][C:13]([Cl:16])=[CH:12][CH:11]=2)[OH:9])=[CH:4][C:3]=1[F:17]>C(Cl)Cl.O=[Mn]=O>[Br:1][C:2]1[CH:7]=[CH:6][C:5]([C:8]([C:10]2[CH:15]=[CH:14][C:13]([Cl:16])=[CH:12][CH:11]=2)=[O:9])=[CH:4][C:3]=1[F:17]. Procedure: (4-Bromo-3-fluoro-phenyl)-(4-chloro-phenyl)-methanol (2.26 g, 7.16 mmol) and MnO2 (6.22 g, 70.1 mmol) was stirred in CH2Cl2 (40 mL) for 40 hr. The solution was filtered through a celite pad and concentrated to give the title compound. The reactants are C(#C)C=1C=C(C=CC1)[C@@H]1[C@@H](C1)NC(=O)NC1=NC=C(C=C1)Cl ((+,−)-N-(cis-2-(3-Ethynylphenyl)-cyclopropyl)-N′-(5-chloropyrid-2-yl)-urea), C(C)(=O)OCC (ethyl acetate), C(=O)([O-])[O-].[K+].[K+] (K2CO3). The reagents and catalysts are OS(=O)(=O)O (H2SO4), O (H2O), [Hg](OC(=O)C)OC(=O)C (Hg(OAc)2). Solvent: C(C)(=O)O (acetic acid). The product is C(C)(=O)C=1C=C(C=CC1)[C@@H]1[C@@H](C1)NC(=O)NC1=NC=C(C=C1)Cl ((+,−)-N-(cis-2-(3-Acetylphenyl)-cyclopropyl)-N′-(5-chloropyrid-2-yl)-urea). As a reaction SMILES: [C:1]([C:3]1[CH:4]=[C:5]([C@H:9]2[CH2:11][C@H:10]2[NH:12][C:13]([NH:15][C:16]2[CH:21]=[CH:20][C:19]([Cl:22])=[CH:18][N:17]=2)=[O:14])[CH:6]=[CH:7][CH:8]=1)#[CH:2].C(OCC)(=[O:25])C.C([O-])([O-])=O.[K+].[K+]>OS(O)(=O)=O.O.C(O)(=O)C.[Hg](OC(C)=O)OC(C)=O>[C:1]([C:3]1[CH:4]=[C:5]([C@H:9]2[CH2:11][C@H:10]2[NH:12][C:13]([NH:15][C:16]2[CH:21]=[CH:20][C:19]([Cl:22])=[CH:18][N:17]=2)=[O:14])[CH:6]=[CH:7][CH:8]=1)(=[O:25])[CH3:2] |f:2.3.4|. Reported procedure: A solution of (+,−)-N-(cis-2-(3-Ethynylphenyl)-cyclopropyl)-N′-(5-chloropyrid-2-yl)-urea of Example 22(130 mg, 0.42 mmole), H2SO4 (10 drops), H2O (10 drops) and Hg(OAc)2 (100 mg) in acetic acid (4 mL) was stirred at room temperature for 30 min. The reaction mixture was then poured into an ethyl acetate and saturated K2CO3 solution. The organic layer was dried (MgSO4) and the solvent was evaporated to give a residue which was purified on silica gel using 1:1 acetone: and hexanes as the eluent pro... Starting materials: CN (methylamine), C1(=CC(=CC=C1)S(=O)(=O)Cl)C (m-toluenesulfonyl chloride). Solvent: C(C)O (ethanol), CCOC(=O)C (EtOAc), O (water). Reaction conditions: temperature 0 celsius. The product is CNS(=O)(=O)C1=CC(=CC=C1)C (N,3-dimethylbenzenesulfonamide). Isolated yield 90.0%. Reaction SMILES: [CH3:1][NH2:2].[C:3]1([CH3:13])[CH:8]=[CH:7][CH:6]=[C:5]([S:9](Cl)(=[O:11])=[O:10])[CH:4]=1>C(O)C.CCOC(C)=O.O>[CH3:1][NH:2][S:9]([C:5]1[CH:6]=[CH:7][CH:8]=[C:3]([CH3:13])[CH:4]=1)(=[O:11])=[O:10]. Reported procedure: A RBF was charged with methylamine (0.9 mL, 40%, 28 mmol) in ethanol (2 mL). The mixture was chilled to 0° C. in an ice bath while stirred under an inert atmosphere. Then, m-toluenesulfonyl chloride (0.8 mL, 6 mmol) was added dropwise into the mixture. The resulting mixture was allowed to stir at 0° C. under an inert atmosphere for 30 minutes. The mixture was diluted with EtOAc and water and then the aqueous layer was extracted three times with EtOAc. The combined organic layers were washed with...